describe an organic reaction: reactants, conditions, products, and yield From a dataset of the Open Reaction Database (ORD), a public repository of structured organic reaction records. Starting materials: FC1=NC(=C2N=CN(C2=N1)C(C)C)NCC=1C=NC=CC1 ((2-fluoro-9-isopropyl-9H-purin-6-yl)-pyridin-3-ylmethyl-amine), CCN(C(C)C)C(C)C (DIEA), N[C@@H](C(C(C)(C)C)O)CC ((3RS,4R)-4-amino-2,2-dimethyl-hexan-3-ol). Solvent: CCCCO.CS(=O)C (n-BuOH DMSO). Run at time 72 hour. The product is C(C)(C)N1C2=NC(=NC(=C2N=C1)NCC=1C=NC=CC1)N[C@@H](C(C(C)(C)C)O)CC ((3RS, 4R)-4-{9-Isopropyl-6-[(pyridin-3-ylmethyl)-amino]-9H-purin-2-ylamino}-2,2-dimethyl-hexan-3-ol). RXN SMILES: F[C:2]1[N:10]=[C:9]2[C:5]([N:6]=[CH:7][N:8]2[CH:11]([CH3:13])[CH3:12])=[C:4]([NH:14][CH2:15][C:16]2[CH:17]=[N:18][CH:19]=[CH:20][CH:21]=2)[N:3]=1.CCN(C(C)C)C(C)C.[NH2:31][C@H:32]([CH2:39][CH3:40])[CH:33]([OH:38])[C:34]([CH3:37])([CH3:36])[CH3:35]>CCCCO.CS(C)=O>[CH:11]([N:8]1[CH:7]=[N:6][C:5]2[C:9]1=[N:10][C:2]([NH:31][C@H:32]([CH2:39][CH3:40])[CH:33]([OH:38])[C:34]([CH3:37])([CH3:36])[CH3:35])=[N:3][C:4]=2[NH:14][CH2:15][C:16]1[CH:17]=[N:18][CH:19]=[CH:20][CH:21]=1)([CH3:13])[CH3:12] |f:3.4|. Procedure details: To a stirred solution of (2-fluoro-9-isopropyl-9H-purin-6-yl)-pyridin-3-ylmethyl-amine (30 mg, 1 eq, 0.10 mmol) in n-BuOH/DMSO (5 mL, 4:1) at room temperature under an argon atmosphere was added DIEA (0.10 mL, 5.5 eq, 0.57 mmol) followed by (3RS,4R)-4-amino-2,2-dimethyl-hexan-3-ol (52 mg, 3.41 eq, 0.36 mmol). The reaction mixture was placed in a preheated oil bath at 140° C. and stirred at this temperature for 72 h. The reaction mixture was allowed to cool to room temperature and the solvent was... Reactants: FC=1C(=NC2=CC=CC(=C2N1)C(C)=O)C (1-(3-Fluoro-2-methylquinoxalin-5-yl)ethanone), CC(C)(CCS(=O)(=O)C)N (2-methyl-4-(methylsulfonyl)butan-2-amine), C(C)N(C(C)C)C(C)C (N-ethyl-N-isopropylpropan-2-amine). Solvent: CN1CCCC1=O (NMP), C(Cl)Cl (DCM). Yields the product CC1=NC2=CC=CC(=C2N=C1NC(C)(CCS(=O)(=O)C)C)C(C)=O (1-(2-methyl-3-((2-methyl-4-(methylsulfonyl)butan-2-yl)amino)quinoxalin-5-yl)ethanone). Yield: 100.1%. As a reaction SMILES: F[C:2]1[C:3]([CH3:15])=[N:4][C:5]2[C:10]([N:11]=1)=[C:9]([C:12](=[O:14])[CH3:13])[CH:8]=[CH:7][CH:6]=2.[CH3:16][C:17]([NH2:25])([CH2:19][CH2:20][S:21]([CH3:24])(=[O:23])=[O:22])[CH3:18].C(N(C(C)C)C(C)C)C>CN1C(=O)CCC1.C(Cl)Cl>[CH3:15][C:3]1[C:2]([NH:25][C:17]([CH3:18])([CH2:19][CH2:20][S:21]([CH3:24])(=[O:23])=[O:22])[CH3:16])=[N:11][C:10]2[C:5](=[CH:6][CH:7]=[CH:8][C:9]=2[C:12](=[O:14])[CH3:13])[N:4]=1. Procedure details: A solution of 1-(3-fluoro-2-methylquinoxalin-5-yl)ethanone (126g, 300 mg, 1.469 mmol), 2-methyl-4-(methylsulfonyl)butan-2-amine (338b, 486 mg, 2.94 mmol), and N-ethyl-N-isopropylpropan-2-amine (1.02 mL, 5.88 mmol) in NMP (2.94 mL) was stirred at 120° C. for 16 h when product and a small amount of hydrolysis were observed via lcms. The reaction mixture was diluted with DCM (150 mL), added to a separatory funnel, and washed with saturated aq. NaHCO3 (3×100 mL); the organic layer was separated, dri... The reactants are CCOC(C)=O, Nc1cc(N2CCN(CCCC(=O)c3ccc(F)cc3)CC2)ncc1[N+](=O)[O-], Nc1cc(Cl)ncc1[N+](=O)[O-]. The product is Nc1cnc(N2CCN(CCCC(=O)c3ccc(F)cc3)CC2)cc1N. As a reaction SMILES: [CH3:40][CH2:41][O:42][C:43](=[O:44])[CH3:45].[F:12][c:13]1[cH:14][cH:15][c:16]([C:19]([CH2:20][CH2:21][CH2:22][N:23]2[CH2:24][CH2:25][N:26]([c:29]3[n:30][cH:31][c:32]([N+:36]([O-:37])=[O:38])[c:33]([NH2:35])[cH:34]3)[CH2:27][CH2:28]2)=[O:39])[cH:17][cH:18]1.[NH2:1][c:2]1[c:3]([N+:4]([O-:5])=[O:6])[cH:7][n:8][c:9]([Cl:10])[cH:11]1>>[F:12][c:13]1[cH:14][cH:15][c:16]([C:19]([CH2:20][CH2:21][CH2:22][N:23]2[CH2:24][CH2:25][N:26]([c:29]3[n:30][cH:31][c:32]([NH2:36])[c:33]([NH2:35])[cH:34]3)[CH2:27][CH2:28]2)=[O:39])[cH:17][cH:18]1. Starting materials: CCCCCCCCc1ccc(CCC(C(=O)OCC)C(=O)OCC)cc1, CN(C)C=O, [H-], NOc1ccc([N+](=O)[O-])cc1[N+](=O)[O-], [Na+], O. Yields the product CCCCCCCCc1ccc(CCC(N)(C(=O)OCC)C(=O)OCC)cc1. As a reaction SMILES: [CH2:3]([CH3:4])[O:5][C:6](=[O:7])[CH:8]([C:9](=[O:10])[O:11][CH2:12][CH3:13])[CH2:14][CH2:15][c:16]1[cH:17][cH:18][c:19]([CH2:22][CH2:23][CH2:24][CH2:25][CH2:26][CH2:27][CH2:28][CH3:29])[cH:20][cH:21]1.[CH3:45][N:46]([CH3:47])[CH:48]=[O:49].[H-:1].[N+:30]([c:31]1[cH:32][c:33]([N+:34]([O-:35])=[O:36])[cH:37][cH:38][c:39]1[O:40][NH2:41])([O-:42])=[O:43].[Na+:2].[OH2:44]>>[CH2:3]([CH3:4])[O:5][C:6](=[O:7])[C:8]([C:9](=[O:10])[O:11][CH2:12][CH3:13])([CH2:14][CH2:15][c:16]1[cH:17][cH:18][c:19]([CH2:22][CH2:23][CH2:24][CH2:25][CH2:26][CH2:27][CH2:28][CH3:29])[cH:20][cH:21]1)[NH2:30]. Starting materials: Oc1c(-c2nnc(Cc3ccc(F)cc3)[nH]2)nc(Br)c2cccnc12, CN1CCCC1=O, O=C1CNCCN1, O. Product: O=C1CN(c2nc(-c3nnc(Cc4ccc(F)cc4)[nH]3)c(O)c3ncccc23)CCN1. As a reaction SMILES: [Br:1][c:2]1[c:3]2[cH:4][cH:5][cH:6][n:7][c:8]2[c:9]([OH:25])[c:10](-[c:12]2[n:13][n:14][c:15]([CH2:17][c:18]3[cH:19][cH:20][c:21]([F:24])[cH:22][cH:23]3)[nH:16]2)[n:11]1.[CH3:34][N:35]1[C:36](=[O:37])[CH2:38][CH2:39][CH2:40]1.[NH:26]1[C:27](=[O:32])[CH2:28][NH:29][CH2:30][CH2:31]1.[OH2:33]>>[c:2]1([N:29]2[CH2:28][C:27](=[O:32])[NH:26][CH2:31][CH2:30]2)[c:3]2[cH:4][cH:5][cH:6][n:7][c:8]2[c:9]([OH:25])[c:10](-[c:12]2[n:13][n:14][c:15]([CH2:17][c:18]3[cH:19][cH:20][c:21]([F:24])[cH:22][cH:23]3)[nH:16]2)[n:11]1. Starting materials: C(C1=CC=CC=C1)(=O)O (benzoic acid), C(=C)[Si](Cl)(Cl)Cl (vinyltrichlorosilane), ClCl (chlorine). Reaction SMILES: [CH:1]([Si:3](Cl)(Cl)Cl)=[CH2:2].[C:7]([OH:15])(=[O:14])[C:8]1[CH:13]=[CH:12][CH:11]=[CH:10][CH:9]=1.ClCl>CCCCCC>[CH:1]([Si:3]([O:15][C:7](=[O:14])[C:8]1[CH:13]=[CH:12][CH:11]=[CH:10][CH:9]=1)([O:14][C:7](=[O:15])[C:8]1[CH:13]=[CH:12][CH:11]=[CH:10][CH:9]=1)[O:14][C:7](=[O:15])[C:8]1[CH:13]=[CH:12][CH:11]=[CH:10][CH:9]=1)=[CH2:2]. Solvent: CCCCCC (hexane). Yields the product C(=C)[Si](OC(C1=CC=CC=C1)=O)(OC(C1=CC=CC=C1)=O)OC(C1=CC=CC=C1)=O (vinyltribenzoyloxysilane). Procedure: A six-liter three-necked flask is placed in a mushroom heating hood, and equipped with a stirrer, a reflux condenser and a dropping funnel whose nozzle bore amounts to 1 cm. 808 g (5 moles) of vinyltrichlorosilane and 1000 ml of hexane are introduced into the flask. The outlet from the reflux condenser is shielded with nitrogen. After the liquid has been heated until an intensive refluxing is taking place at the condenser, 1855 g (15.2 mol) of benzoic acid is added in 30-gram portions. The addit... Run at time 20 hour. Starting materials: CCO, N#Cc1cnc2ccc([N+](=O)[O-])cc2c1Nc1ccc(F)c(F)c1. Yields the product N#Cc1cnc2ccc(N)cc2c1Nc1ccc(F)c(F)c1. RXN SMILES: [CH3:25][CH2:26][OH:27].[F:1][c:2]1[cH:3][c:4]([NH:9][c:10]2[c:11]([C:23]#[N:24])[cH:12][n:13][c:14]3[cH:15][cH:16][c:17]([N+:20]([O-:21])=[O:22])[cH:18][c:19]23)[cH:5][cH:6][c:7]1[F:8]>>[F:1][c:2]1[cH:3][c:4]([NH:9][c:10]2[c:11]([C:23]#[N:24])[cH:12][n:13][c:14]3[cH:15][cH:16][c:17]([NH2:20])[cH:18][c:19]23)[cH:5][cH:6][c:7]1[F:8]. The reactants are [OH-].[Na+] (NaOH), COC(C1=CC(C(=O)N(CCC)C)=CC(=C1)C(C=1OC=CC1)(F)F)=O (5-(difluorofuran-2-yl-methyl)-N-methyl-N-propyl-isophthalamic acid methyl ester), Cl (HCl). Run in CO (methanol). Reaction conditions: time 8 hour. Yields the product FC(C=1C=C(C=C(C(=O)O)C1)C(=O)N(CCC)C)(C=1OC=CC1)F (5-(Difluorofuran-2-yl-methyl)-N-methyl-N-propyl-isophthalamic acid). Isolated yield 66.0%. Reaction SMILES: C[O:2][C:3](=[O:25])[C:4]1[CH:16]=[C:15]([C:17]([F:24])([F:23])[C:18]2[O:19][CH:20]=[CH:21][CH:22]=2)[CH:14]=[C:6]([C:7]([N:9]([CH3:13])[CH2:10][CH2:11][CH3:12])=[O:8])[CH:5]=1.[OH-].[Na+].Cl>CO>[F:24][C:17]([F:23])([C:18]1[O:19][CH:20]=[CH:21][CH:22]=1)[C:15]1[CH:14]=[C:6]([C:7]([N:9]([CH3:13])[CH2:10][CH2:11][CH3:12])=[O:8])[CH:5]=[C:4]([CH:16]=1)[C:3]([OH:25])=[O:2] |f:1.2|. Reported procedure: Dissolve 5-(difluorofuran-2-yl-methyl)-N-methyl-N-propyl-isophthalamic acid methyl ester (30 mg, 0.08 mmol) in methanol (2 mL). Add dropwise 2 N NaOH (0.06 mL) and stir overnight at room temperature. Acidify the mixture to about pH=6 with 5 N HCl and concentrate to near dryness. Dilute the residue with ethyl acetate, wash with saturated aqueous sodium chloride solution, dry (magnesium sulfate) and concentrate to give the title compound (66%).